The task is: describe an organic reaction: reactants, conditions, products, and yield. This data is from the Open Reaction Database (ORD), a public repository of structured organic reaction records. The reactants are BrC1=NN(C2=NC(=NC=C21)N)C (3-Bromo-1-methyl-1H-pyrazolo[3,4-d]pyrimidin-6-ylamine), C([O-])([O-])=O.[Cs+].[Cs+] (cesium carbonate), CC1(OB(OC1(C)C)C=1C=C(C(=NC1)N)C(F)(F)F)C (5-(4,4,5,5-tetra methyl-[1,3,2]dioxaborolan-2-yl)-3-trifluoromethyl-pyridin-2-ylamine), BrC1=NN(C2=NC(=NC=C21)N)C (3-Bromo-1-methyl-1H-pyrazolo[3,4-d]pyrimidin-6-ylamine), CC1(OB(OC1(C)C)C=1C=C(C(=NC1)N)C(F)(F)F)C (5-(4,4,5,5-tetra methyl-[1,3,2]dioxaborolan-2-yl)-3-trifluoromethyl-pyridin-2-ylamine), O (water). Reagents/catalysts: C=1C=CC(=CC1)[P](C=2C=CC=CC2)(C=3C=CC=CC3)[Pd]([P](C=4C=CC=CC4)(C=5C=CC=CC5)C=6C=CC=CC6)([P](C=7C=CC=CC7)(C=8C=CC=CC8)C=9C=CC=CC9)[P](C=1C=CC=CC1)(C=1C=CC=CC1)C=1C=CC=CC1 (tetrakis(triphenylphosphine)palladium). Solvent: O1CCOCC1 (1,4-dioxane). Product: NC1=C(C=C(C=N1)C1=NN(C2=NC(=NC=C21)N)C)C(F)(F)F (3-(6-Amino-5-trifluoromethyl-pyridin-3-yl)-1-methyl-1H-pyrazolo[3,4-d]pyrimidin-6-ylamine). As a reaction SMILES: Br[C:2]1[C:10]2[C:5](=[N:6][C:7]([NH2:11])=[N:8][CH:9]=2)[N:4]([CH3:12])[N:3]=1.CC1(C)C(C)(C)OB([C:21]2[CH:22]=[C:23]([C:28]([F:31])([F:30])[F:29])[C:24]([NH2:27])=[N:25][CH:26]=2)O1.C(=O)([O-])[O-].[Cs+].[Cs+].O>O1CCOCC1.C1C=CC([P]([Pd]([P](C2C=CC=CC=2)(C2C=CC=CC=2)C2C=CC=CC=2)([P](C2C=CC=CC=2)(C2C=CC=CC=2)C2C=CC=CC=2)[P](C2C=CC=CC=2)(C2C=CC=CC=2)C2C=CC=CC=2)(C2C=CC=CC=2)C2C=CC=CC=2)=CC=1>[NH2:27][C:24]1[N:25]=[CH:26][C:21]([C:2]2[C:10]3[C:5](=[N:6][C:7]([NH2:11])=[N:8][CH:9]=3)[N:4]([CH3:12])[N:3]=2)=[CH:22][C:23]=1[C:28]([F:31])([F:29])[F:30] |f:2.3.4,^1:49,51,70,89|. Procedure: 3-Bromo-1-methyl-1H-pyrazolo[3,4-d]pyrimidin-6-ylamine (Intermediate 3) (0.1 g, 0.438 mmol), tetrakis(triphenylphosphine)palladium (0.031 g, 0.027 mmol), 5-(4,4,5,5-tetra methyl-[1,3,2]dioxaborolan-2-yl)-3-trifluoromethyl-pyridin-2-ylamine (Intermediate 10) (0.135 g, 0.669 mmol), cesium carbonate (0.290 g, 0.892 mmol) and water (1 ml) are suspended in 1,4-dioxane (4 ml) and heated using microwave radiation at 150° C. for 45 minutes. The reaction mixture is cooled to room temperature, filtered th... Starting materials: BrC=1SC2=C(N1)C=C(C=C2)C#N (2-bromo-benzothiazole-5-carbonitrile), [Br-].CC(C[Zn+])C (2-methylpropylzinc bromide), CN1C=NC=C1 (N-methylimidazole), ClCCl (dichloromethane). The solvent is CN1C(CCC1)=O (1-methyl-pyrrolidinone). The product is C(C(C)C)C=1SC2=C(N1)C=C(C=C2)C#N (2-Isobuty-benzothiazole-5-carbonitrile). Yield: 41.5%. Reaction SMILES: Br[C:2]1[S:3][C:4]2[CH:10]=[CH:9][C:8]([C:11]#[N:12])=[CH:7][C:5]=2[N:6]=1.[Br-].[CH3:14][CH:15]([CH3:18])[CH2:16][Zn+].CN1C=CN=C1.ClCCl>CN1CCCC1=O>[CH2:14]([C:2]1[S:3][C:4]2[CH:10]=[CH:9][C:8]([C:11]#[N:12])=[CH:7][C:5]=2[N:6]=1)[CH:15]([CH3:18])[CH3:16] |f:1.2|. Procedure: Heat 2-bromo-benzothiazole-5-carbonitrile (0.3 g, 1.26 mmol) in 1-methyl-pyrrolidinone (4.2 mL) with 2-methylpropylzinc bromide (5 mL, 2.5 mmol, 0.5M solution in THF), N-methylimidazole (0.15 g, 1.88 mmol) and [1,1′-bis(diphenylphosphino)ferrocene]dichloropalladium(II) complex with dichloromethane (1:1) (20.5 mg, 0.025 mmol) at 80° C. for 3 h. Cool the mixture and partition between diethyl ether and brine. Dry the organic layer over Na2SO4 and concentrate in vacuo. Purify the crude mixture by ch... The reactants are CN1CCNCC1, C#CCCCOS(C)(=O)=O, ClCCCl, [Na+], O=C([O-])O. The product is C#CCCCN1CCN(C)CC1. RXN SMILES: [CH3:11][N:12]1[CH2:13][CH2:14][NH:15][CH2:16][CH2:17]1.[CH3:1][S:2]([O:3][CH2:6][CH2:7][CH2:8][C:9]#[CH:10])(=[O:4])=[O:5].[Cl:23][CH2:24][CH2:25][Cl:26].[Na+:22].[O-:18][C:19]([OH:20])=[O:21]>>[CH2:6]([CH2:7][CH2:8][C:9]#[CH:10])[N:15]1[CH2:14][CH2:13][N:12]([CH3:11])[CH2:17][CH2:16]1. The reactants are CC(CCO)CCc1ccccc1, O=C(Cl)CCl, ClCCl, c1ccncc1. The product is CC(CCOC(=O)CCl)CCc1ccccc1. As a reaction SMILES: [CH3:6][CH:7]([CH2:8][CH2:9][OH:10])[CH2:11][CH2:12][c:13]1[cH:14][cH:15][cH:16][cH:17][cH:18]1.[Cl:1][CH2:2][C:3](=[O:4])[Cl:5].[Cl:25][CH2:26][Cl:27].[cH:19]1[cH:20][cH:21][n:22][cH:23][cH:24]1>>[Cl:1][CH2:2][C:3](=[O:4])[O:10][CH2:9][CH2:8][CH:7]([CH3:6])[CH2:11][CH2:12][c:13]1[cH:14][cH:15][cH:16][cH:17][cH:18]1. Reaction SMILES: [NH2:1][C:2]1[CH:7]=[CH:6][C:5]([C:8]2[N:12]([CH3:13])[C:11]([C:14]#[N:15])=[CH:10][CH:9]=2)=[CH:4][CH:3]=1.Cl[C:17]([O:19][CH2:20][CH3:21])=[O:18]>>[CH2:20]([O:19][C:17](=[O:18])[NH:1][C:2]1[CH:7]=[CH:6][C:5]([C:8]2[N:12]([CH3:13])[C:11]([C:14]#[N:15])=[CH:10][CH:9]=2)=[CH:4][CH:3]=1)[CH3:21]. Reactants: NC1=CC=C(C=C1)C1=CC=C(N1C)C#N (5-(4-aminophenyl)-1-methyl-1H-pyrrole-2-carbonitrile), ClC(=O)OCC (ethyl chloroformate). Product: C(C)OC(NC1=CC=C(C=C1)C=1N(C(=CC1)C#N)C)=O (ethyl[4-(5-cyano-1-methyl-1H-pyrrol-2-yl)phenyl]carbamate). Procedure details: The title compound was prepared according to the general procedure for acylation of 5-(4-aminophenyl)-1-methyl-1H-pyrrole-2-carbonitrile using ethyl chloroformate (53 μL, 0.55 mmol) to provide ethyl[4-(5-cyano-1-methyl-1H-pyrrol-2-yl)phenyl]carbamate (0.026 g). Reactants: Cl (HCl), solution, CC(C)([O-])C.[K+] (potassium tert-butoxide), O1CCCC1 (tetrahydrofuran), CC(C)S (2-propane thiol), CS(=O)(=O)Cl (methanesulfonyl chloride), C(C)OC(C(CC1=CC=C(C=C1)CCN(CCCCCCC)C(=O)OC(C)(C)C)O)=O (3-{4-[2-(tert-butoxycarbonyl-heptyl-amino)-ethyl]-phenyl}-2-hydroxy-propionic acid ethyl ester), mixture. Solvent: C(Cl)Cl (CH2Cl2), N1=CC=CC=C1 (pyridine). Conditions: time 8 hour. Yields the product C(C)OC(C(CC1=CC=C(C=C1)CCN(CCCCCCC)C(=O)OC(C)(C)C)SC(C)C)=O (3-{4-[2-(tert-butoxycarbonyl-heptyl-amino)-ethyl]-phenyl}-2-isopropylsulfanyl-propionic acid ethyl ester). RXN SMILES: [CH2:1]([O:3][C:4](=[O:31])[CH:5](O)[CH2:6][C:7]1[CH:12]=[CH:11][C:10]([CH2:13][CH2:14][N:15]([C:23]([O:25][C:26]([CH3:29])([CH3:28])[CH3:27])=[O:24])[CH2:16][CH2:17][CH2:18][CH2:19][CH2:20][CH2:21][CH3:22])=[CH:9][CH:8]=1)[CH3:2].CS(Cl)(=O)=O.[CH3:37][CH:38]([SH:40])[CH3:39].CC(C)([O-])C.[K+].O1CCCC1.Cl>N1C=CC=CC=1.C(Cl)Cl>[CH2:1]([O:3][C:4](=[O:31])[CH:5]([S:40][CH:38]([CH3:39])[CH3:37])[CH2:6][C:7]1[CH:12]=[CH:11][C:10]([CH2:13][CH2:14][N:15]([C:23]([O:25][C:26]([CH3:29])([CH3:28])[CH3:27])=[O:24])[CH2:16][CH2:17][CH2:18][CH2:19][CH2:20][CH2:21][CH3:22])=[CH:9][CH:8]=1)[CH3:2] |f:3.4|. Reported procedure: To a solution of 3-{4-[2-(tert-butoxycarbonyl-heptyl-amino)-ethyl]-phenyl}-2-hydroxy-propionic acid ethyl ester (0.69 mmol, 300 mg) dissolved in pyridine (3 mL) was added methanesulfonyl chloride (0.69 mmol, 0.534 mL). The mixture was stirred at room temperature overnight. A portion of the reaction mixture (0.115 mmol) was added to a solution containing 2-propane thiol (0.115 mmol, 0.107 mL) dissolved in anhydrous CH2Cl2 (2 mL). To this stirred solution was added a 1M solution of potassium tert-... Reactants: CC(=O)OC(C)(C)C(=O)Nc1c(C(=O)c2cc(Cl)ccn2)[nH]c2cc(Cl)ccc12, O=C([O-])[O-], CO, CS(C)=O, CCOCC, [K+], [K+], O. Yields the product CC(C)(O)C(=O)Nc1c(C(=O)c2cc(Cl)ccn2)[nH]c2cc(Cl)ccc12. Reaction SMILES: [C:1](=[O:2])([CH3:3])[O:4][C:5]([C:6](=[O:7])[NH:8][c:9]1[c:10]([C:19](=[O:20])[c:21]2[n:22][cH:23][cH:24][c:25]([Cl:27])[cH:26]2)[nH:11][c:12]2[cH:13][c:14]([Cl:18])[cH:15][cH:16][c:17]12)([CH3:28])[CH3:29].[C:30](=[O:31])([O-:32])[O-:33].[CH3:36][OH:37].[CH3:38][S:39]([CH3:40])=[O:41].[CH3:43][CH2:44][O:45][CH2:46][CH3:47].[K+:34].[K+:35].[OH2:42]>>[OH:4][C:5]([C:6](=[O:7])[NH:8][c:9]1[c:10]([C:19](=[O:20])[c:21]2[n:22][cH:23][cH:24][c:25]([Cl:27])[cH:26]2)[nH:11][c:12]2[cH:13][c:14]([Cl:18])[cH:15][cH:16][c:17]12)([CH3:28])[CH3:29]. Procedure: To a solution of tea-butyl 4-{4-[(hydroxyimino)methyl]-1,3-thiazol-2-yl}piperidine-1-carboxylate (2.90 g) and 1-(cyclohexylmethoxy)-2-vinylbenzene (2.40 g) in ethyl acetate (300 ml) were added, at room temperature, potassium hydrogencarbonate (4.60 g) and N-chlorosuccinimide (1.48 g), and then one drop of water. The reaction mixture was stirred at 60° C. for 6 h, then admixed with ethyl acetate and water and extracted with ethyl acetate. The organic extracts were dried over sodium sulphate and c... Product: C1(CCCCC1)COC1=C(C=CC=C1)C1CC(=NO1)C=1N=C(SC1)C1CCN(CC1)C(=O)OC(C)(C)C (tert-Butyl 4-(4-{5-[2-(cyclohexylmethoxy)phenyl]-4,5-dihydro-1,2-oxazol-3-yl}-1,3-thiazol-2-yl)piperidine-1-carboxylate). The reactants are C(O)([O-])=O.[K+] (potassium hydrogencarbonate), ClN1C(CCC1=O)=O (N-chlorosuccinimide), ON=CC=1N=C(SC1)C1CCN(CC1)C(=O)OCCCC (butyl 4-{4-[(hydroxyimino)methyl]-1,3-thiazol-2-yl}piperidine-1-carboxylate), C1(CCCCC1)COC1=C(C=CC=C1)C=C (1-(cyclohexylmethoxy)-2-vinylbenzene), C(C)(=O)OCC (ethyl acetate), C(C)(=O)OCC (ethyl acetate). As a reaction SMILES: [OH:1][N:2]=[CH:3][C:4]1[N:5]=[C:6]([CH:9]2[CH2:14][CH2:13][N:12](C(OCCCC)=O)[CH2:11][CH2:10]2)[S:7][CH:8]=1.[CH:22]1([CH2:28][O:29][C:30]2[CH:35]=[CH:34][CH:33]=[CH:32][C:31]=2[CH:36]=[CH2:37])[CH2:27][CH2:26][CH2:25][CH2:24][CH2:23]1.[C:38](=[O:41])([O-])[OH:39].[K+].ClN1[C:48](=O)[CH2:47][CH2:46]C1=O.[C:51](OCC)(=O)C>O>[CH:22]1([CH2:28][O:29][C:30]2[CH:35]=[CH:34][CH:33]=[CH:32][C:31]=2[CH:36]2[O:1][N:2]=[C:3]([C:4]3[N:5]=[C:6]([CH:9]4[CH2:10][CH2:11][N:12]([C:38]([O:39][C:47]([CH3:46])([CH3:48])[CH3:51])=[O:41])[CH2:13][CH2:14]4)[S:7][CH:8]=3)[CH2:37]2)[CH2:23][CH2:24][CH2:25][CH2:26][CH2:27]1 |f:2.3|. Reagents/catalysts: O (water). Conditions: temperature 60 celsius, time 6 hour. Solvent: O (water). Starting materials: CN1CCNCC1 (1-Methylpiperazine), ClCC(=O)Cl (Chloroacetyl chloride), Cl.Cl.ClC=1C(=C(C=CC1)NC1=NC=NC2=CC(=C(C=C12)OC)O[C@@H]1CNCCC1)F (N-(3-chloro-2-fluorophenyl)-6-methoxy-7-[(3S)-piperidin-3-yloxy]quinazolin-4-amine dihydrochloride), C(C)(C)N(CC)C(C)C (diisopropylethylamine). Run in C(Cl)Cl (methylene chloride). Conditions: time 1 hour. Product: ClC=1C(=C(C=CC1)NC1=NC=NC2=CC(=C(C=C12)OC)O[C@@H]1CN(CCC1)C(CN1CCN(CC1)C)=O)F (N-(3-Chloro-2-fluorophenyl)-6-methoxy-7-({(3S)-1-[(4-methylpiperazin-1-yl)acetyl]piperidin-3-yl}oxy)quinazolin-4-amine). Reaction SMILES: Cl[CH2:2][C:3](Cl)=[O:4].Cl.Cl.[Cl:8][C:9]1[C:10]([F:35])=[C:11]([NH:15][C:16]2[C:25]3[C:20](=[CH:21][C:22]([O:28][C@H:29]4[CH2:34][CH2:33][CH2:32][NH:31][CH2:30]4)=[C:23]([O:26][CH3:27])[CH:24]=3)[N:19]=[CH:18][N:17]=2)[CH:12]=[CH:13][CH:14]=1.C(N(C(C)C)CC)(C)C.[CH3:45][N:46]1[CH2:51][CH2:50][NH:49][CH2:48][CH2:47]1>C(Cl)Cl>[Cl:8][C:9]1[C:10]([F:35])=[C:11]([NH:15][C:16]2[C:25]3[C:20](=[CH:21][C:22]([O:28][C@H:29]4[CH2:34][CH2:33][CH2:32][N:31]([C:3](=[O:4])[CH2:2][N:49]5[CH2:50][CH2:51][N:46]([CH3:45])[CH2:47][CH2:48]5)[CH2:30]4)=[C:23]([O:26][CH3:27])[CH:24]=3)[N:19]=[CH:18][N:17]=2)[CH:12]=[CH:13][CH:14]=1 |f:1.2.3|. Procedure details: Chloroacetyl chloride (47 μl) was added to a solution of N-(3-chloro-2-fluorophenyl)-6-methoxy-7-[(3S)-piperidin-3-yloxy]quinazolin-4-amine dihydrochloride (250 mg) and diisopropylethylamine (373 μl) in methylene chloride (10 ml) and the mixture was stirred at ambient temperature for 1 hour. 1-Methylpiperazine (228 mg) was added, and the solution stirred for 1 hour before being washed with aqueous sodium hydroxide (2M, 10 ml) and water (10 ml). The organics were then purified by flash column chr...